This data is from the Open Reaction Database (ORD), a public repository of structured organic reaction records. The task is: describe an organic reaction: reactants, conditions, products, and yield The reactants are CCCO, Cc1cc2c(cc1C)C(CCOS(C)(=O)=O)N(c1cccnc1)C2=O, [Na], O. The product is CCCOCCC1c2cc(C)c(C)cc2C(=O)N1c1cccnc1. Reaction SMILES: [CH2:28]([CH2:29][CH3:30])[OH:31].[CH3:2][c:3]1[cH:4][c:5]2[c:9]([cH:10][c:11]1[CH3:12])[C:8](=[O:13])[N:7]([c:14]1[cH:15][n:16][cH:17][cH:18][cH:19]1)[CH:6]2[CH2:20][CH2:21][O:22][S:23]([CH3:24])(=[O:25])=[O:26].[Na:1].[OH2:27]>>[CH3:2][c:3]1[cH:4][c:5]2[c:9]([cH:10][c:11]1[CH3:12])[C:8](=[O:13])[N:7]([c:14]1[cH:15][n:16][cH:17][cH:18][cH:19]1)[CH:6]2[CH2:20][CH2:21][O:22][CH2:28][CH2:29][CH3:30]. Reactants: III, C(C1=CC=CC=C1)OC=1C=CC(=NC1)CC(=O)OC (methyl 2-[5-(benzyloxy)pyridin-2-yl]acetate), ClCC(C)=O (chloroacetone). Product: C(C1=CC=CC=C1)OC1=CN2C=C(C(=C2C=C1)C(=O)OC)C (methyl [6-(benzyloxy)-2-methylindolizin-1-yl]carboxylate). Isolated yield 69.0%. RXN SMILES: [CH2:1]([O:8][C:9]1[CH:10]=[CH:11][C:12]([CH2:15][C:16]([O:18][CH3:19])=[O:17])=[N:13][CH:14]=1)[C:2]1[CH:7]=[CH:6][CH:5]=[CH:4][CH:3]=1.Cl[CH2:21][C:22](=O)[CH3:23]>>[CH2:1]([O:8][C:9]1[CH:10]=[CH:11][C:12]2[N:13]([CH:21]=[C:22]([CH3:23])[C:15]=2[C:16]([O:18][CH3:19])=[O:17])[CH:14]=1)[C:2]1[CH:3]=[CH:4][CH:5]=[CH:6][CH:7]=1. Procedure details: This compound is obtained according to the same procedure as the compound of Preparation III using the Tschitschibabin reaction, starting with 19 g of methyl 2-[5-(benzyloxy)pyridin-2-yl]acetate [according to Bull. Pol. Acad. Sci. Chem.; (1990), 38(1-12), 17-27] and chloroacetone. 15.01 g of an orange-coloured solid are obtained. Starting materials: COCc1ccccc1-c1ccc(C(=O)OC)cc1C, CCO, [Na+], [OH-], O. The product is COCc1ccccc1-c1ccc(C(=O)O)cc1C. As a reaction SMILES: [CH3:1][O:2][CH2:3][c:4]1[c:5](-[c:10]2[c:11]([CH3:20])[cH:12][c:13]([C:16](=[O:17])[O:18][CH3:19])[cH:14][cH:15]2)[cH:6][cH:7][cH:8][cH:9]1.[CH3:23][CH2:24][OH:25].[Na+:22].[OH-:21].[OH2:26]>>[CH3:1][O:2][CH2:3][c:4]1[c:5](-[c:10]2[c:11]([CH3:20])[cH:12][c:13]([C:16](=[O:17])[OH:18])[cH:14][cH:15]2)[cH:6][cH:7][cH:8][cH:9]1. The reactants are O=S(=O)(Cl)c1c(Cl)cccc1Cl, Cl, N, c1ccncc1. Yields the product NS(=O)(=O)c1c(Cl)cccc1Cl. RXN SMILES: [Cl:1][c:2]1[c:3]([S:9](=[O:10])(=[O:11])[Cl:12])[c:4]([Cl:8])[cH:5][cH:6][cH:7]1.[ClH:14].[NH3:13].[cH:15]1[cH:16][cH:17][n:18][cH:19][cH:20]1>>[Cl:1][c:2]1[c:3]([S:9](=[O:10])(=[O:11])[NH2:13])[c:4]([Cl:8])[cH:5][cH:6][cH:7]1. Reactants: C1CCOC1, Cn1c(=O)[nH]c2nn(Cc3cccc4ccccc34)c(-c3cccc(C(=O)O)c3)c2c1=O, OCc1ccccc1Cl, c1ccc(P(c2ccccc2)c2ccccc2)cc1. Product: Cn1c(=O)c2c(-c3cccc(C(=O)O)c3)n(Cc3cccc4ccccc34)nc2n(Cc2ccccc2Cl)c1=O. RXN SMILES: [CH2:61]1[O:62][CH2:63][CH2:64][CH2:65]1.[CH3:1][n:2]1[c:3](=[O:32])[nH:4][c:5]2[c:6]([c:7]1=[O:8])[c:9](-[c:23]1[cH:24][c:25]([C:26](=[O:27])[OH:28])[cH:29][cH:30][cH:31]1)[n:10]([CH2:12][c:13]1[cH:14][cH:15][cH:16][c:17]3[cH:18][cH:19][cH:20][cH:21][c:22]13)[n:11]2.[Cl:52][c:53]1[c:54]([CH2:59][OH:60])[cH:55][cH:56][cH:57][cH:58]1.[c:33]1([P:34]([c:35]2[cH:36][cH:37][cH:38][cH:39][cH:40]2)[c:41]2[cH:42][cH:43][cH:44][cH:45][cH:46]2)[cH:47][cH:48][cH:49][cH:50][cH:51]1>>[CH3:1][n:2]1[c:3](=[O:32])[n:4]([CH2:59][c:54]2[c:53]([Cl:52])[cH:58][cH:57][cH:56][cH:55]2)[c:5]2[c:6]([c:7]1=[O:8])[c:9](-[c:23]1[cH:24][c:25]([C:26](=[O:27])[OH:28])[cH:29][cH:30][cH:31]1)[n:10]([CH2:12][c:13]1[cH:14][cH:15][cH:16][c:17]3[cH:18][cH:19][cH:20][cH:21][c:22]13)[n:11]2. The reactants are NC1=CC=C(C(=O)OC(C)(C)C)C=C1 (tert-butyl 4-aminobenzoate), CCN(C(C)C)C(C)C (DIPEA), ClC1=NC(=NC(=N1)Cl)Cl (2,4,6-trichloro-1,3,5-triazine), FC(CO)(F)F (2,2,2-trifluoroethanol), N1=C(C=C(C=C1C)C)C (2,4,6-Collidine), NCC1=CC=C(C=C1)O (4-(aminomethyl)phenol). The solvent is O (water), CN1CCCC1=O (NMP), CC(=O)C (acetone), CC(=O)C (acetone). Conditions: time 16 hour. Product: OC1=CC=C(CNC2=NC(=NC(=N2)OCC(F)(F)F)NC2=CC=C(C(=O)OC(C)(C)C)C=C2)C=C1 (tert-butyl 4-(4-(4-hydroxybenzylamino)-6-(2,2,2-trifluoroethoxy)-1,3,5-triazin-2-ylamino)benzoate). Yield: 56.3%. As a reaction SMILES: Cl[C:2]1[N:7]=[C:6](Cl)[N:5]=[C:4](Cl)[N:3]=1.[F:10][C:11]([F:15])([F:14])[CH2:12][OH:13].N1C(C)=CC(C)=CC=1C.[NH2:25][C:26]1[CH:38]=[CH:37][C:29]([C:30]([O:32][C:33]([CH3:36])([CH3:35])[CH3:34])=[O:31])=[CH:28][CH:27]=1.CCN(C(C)C)C(C)C.[NH2:48][CH2:49][C:50]1[CH:55]=[CH:54][C:53]([OH:56])=[CH:52][CH:51]=1>CC(C)=O.CN1C(=O)CCC1.O>[OH:56][C:53]1[CH:54]=[CH:55][C:50]([CH2:49][NH:48][C:2]2[N:7]=[C:6]([O:13][CH2:12][C:11]([F:15])([F:14])[F:10])[N:5]=[C:4]([NH:25][C:26]3[CH:38]=[CH:37][C:29]([C:30]([O:32][C:33]([CH3:34])([CH3:35])[CH3:36])=[O:31])=[CH:28][CH:27]=3)[N:3]=2)=[CH:51][CH:52]=1. Procedure: To a solution of 2,4,6-trichloro-1,3,5-triazine (8 g) in acetone (250 mL) was added a solution of 2,2,2-trifluoroethanol (4.77 g) and 2,4,6-Collidine (6.31 mL) in acetone (100 mL) dropwise over 20 minutes. The resulting mixture was stirred at room temperature for 16 hours. All the solvents were removed under vacuum to give a residue which was diluted with NMP (100 mL), followed by addition of tert-butyl 4-aminobenzoate (9.22 g) and DIPEA (22.73 mL). After stirring at room temperature for 16 hour... Reactants: BrC=1C=CC(=NC1)NCC(=O)OC (5-bromo-2-(methoxycarbonylmethyl)aminopyridine), ClC1=CC=C2C(=CN(C2=C1)C)C=O (6-chloro-1-methyl-1H-indole-3-carboxaldehyde), CN1C(=C(C2=CC=CC=C12)C)C=O (1,3-dimethyl-1H-indole-2-carboxaldehyde). The product is ClC1=CC=C2C(=CN(C2=C1)C)CNC (6-Chloro-1-methyl-3-(methylaminomethyl)-1H-indole). The yield is 93.0%. Reported procedure: According to the procedure of Preparation 13 (c), except substituting 6-chloro-1-methyl-1H-indole-3-carboxaldehyde for the 1,3-dimethyl-1H-indole-2-carboxaldehyde, the title compound (2.1 g, 93%) was obtained as an amber oil: MS (ES) m/e 209.2 (M+H)+. As a reaction SMILES: BrC1C=C[C:5](NCC(OC)=O)=[N:6]C=1.[Cl:14][C:15]1[CH:23]=[C:22]2[C:18]([C:19]([CH:25]=O)=[CH:20][N:21]2[CH3:24])=[CH:17][CH:16]=1.CN1C2C(=CC=CC=2)C(C)=C1C=O>>[Cl:14][C:15]1[CH:23]=[C:22]2[C:18]([C:19]([CH2:25][NH:6][CH3:5])=[CH:20][N:21]2[CH3:24])=[CH:17][CH:16]=1. Starting materials: O=C(O)CC1(C(=O)O)Cc2ccccc2C1, CC(=O)Cl. The product is O=C1CC2(Cc3ccccc3C2)C(=O)O1. Reaction SMILES: [C:1](=[O:2])([OH:3])[CH2:4][C:5]1([C:14](=[O:15])[OH:16])[CH2:6][c:7]2[cH:8][cH:9][cH:10][cH:11][c:12]2[CH2:13]1.[CH3:17][C:18](=[O:19])[Cl:20]>>[C:1]1(=[O:3])[CH2:4][C:5]2([CH2:6][c:7]3[cH:8][cH:9][cH:10][cH:11][c:12]3[CH2:13]2)[C:14](=[O:15])[O:16]1. Starting materials: Cc1ccc2nnc(Cc3ccc4ncc(Br)cc4c3)n2n1, CC(C)(C)OC(=O)N1CC(Cn2cc(C3OC(C)(C)C(C)(C)O3)cn2)C1, [K+], [K+], O=C([O-])[O-], C1COCCO1, O. Product: Cc1ccc2nnc(Cc3ccc4ncc(-c5cnn(CC6CN(C(=O)OC(C)(C)C)C6)c5)cc4c3)n2n1. Reaction SMILES: [Br:1][c:2]1[cH:3][n:4][c:5]2[cH:6][cH:7][c:8]([CH2:12][c:13]3[n:14][n:15][c:16]4[n:17]3[n:18][c:19]([CH3:22])[cH:20][cH:21]4)[cH:9][c:10]2[cH:11]1.[C:23]([CH3:24])([CH3:25])([CH3:26])[O:27][C:28](=[O:29])[N:30]1[CH2:31][CH:32]([CH2:34][n:35]2[n:36][cH:37][c:38]([CH:40]3[O:41][C:42]([CH3:43])([CH3:44])[C:45]([CH3:46])([CH3:47])[O:48]3)[cH:39]2)[CH2:33]1.[K+:49].[K+:50].[O-:51][C:52]([O-:53])=[O:54].[O:55]1[CH2:56][CH2:57][O:58][CH2:59][CH2:60]1.[OH2:61]>>[c:2]1(-[c:38]2[cH:37][n:36][n:35]([CH2:34][CH:32]3[CH2:31][N:30]([C:28]([O:27][C:23]([CH3:24])([CH3:25])[CH3:26])=[O:29])[CH2:33]3)[cH:39]2)[cH:3][n:4][c:5]2[cH:6][cH:7][c:8]([CH2:12][c:13]3[n:14][n:15][c:16]4[n:17]3[n:18][c:19]([CH3:22])[cH:20][cH:21]4)[cH:9][c:10]2[cH:11]1. The reactants are CC(C)(C)[Si](Oc1ccc(OCC(O)CNCCc2ccc(NC3CCN(C(=O)c4c[nH]c5ccccc45)CC3)cc2)cc1)(c1ccccc1)c1ccccc1, CO, ClC(Cl)Cl. Product: O=C(c1c[nH]c2ccccc12)N1CCC(Nc2ccc(CCNCC(O)COc3ccc(O)cc3)cc2)CC1. As a reaction SMILES: [C:1]([Si:2]([c:3]1[cH:4][cH:5][cH:45][cH:46][cH:47]1)([O:6][c:7]1[cH:8][cH:9][c:10]([O:11][CH2:12][CH:13]([CH2:14][NH:15][CH2:16][CH2:17][c:18]2[cH:19][cH:20][c:21]([NH:22][CH:23]3[CH2:24][CH2:25][N:26]([C:29](=[O:30])[c:31]4[cH:32][nH:33][c:34]5[cH:35][cH:36][cH:37][cH:38][c:39]45)[CH2:27][CH2:28]3)[cH:40][cH:41]2)[OH:42])[cH:43][cH:44]1)[c:48]1[cH:49][cH:50][cH:51][cH:52][cH:53]1)([CH3:54])([CH3:55])[CH3:56].[CH3:57][OH:58].[CH:59]([Cl:60])([Cl:61])[Cl:62]>>[OH:6][c:7]1[cH:8][cH:9][c:10]([O:11][CH2:12][CH:13]([CH2:14][NH:15][CH2:16][CH2:17][c:18]2[cH:19][cH:20][c:21]([NH:22][CH:23]3[CH2:24][CH2:25][N:26]([C:29](=[O:30])[c:31]4[cH:32][nH:33][c:34]5[cH:35][cH:36][cH:37][cH:38][c:39]45)[CH2:27][CH2:28]3)[cH:40][cH:41]2)[OH:42])[cH:43][cH:44]1.